This data is from the Open Reaction Database (ORD), a public repository of structured organic reaction records. The task is: describe an organic reaction: reactants, conditions, products, and yield Reactants: OCCCNC=1C=2N(C3=CC=C(C=C3N1)C(F)(F)F)C(=CN2)C=O (4-[(3-hydroxypropyl)amino]-7-(trifluoromethyl)imidazo[1,2-a]quinoxaline-1-carbaldehyde), example 36, [BH4-].[Na+] (sodium borohydride). Solvent: CO (methanol), O (water). Conditions: temperature 0 celsius. Yields the product OCC1=CN=C2N1C1=CC=C(C=C1N=C2NCCCO)C(F)(F)F (3-{[1-(hydroxymethyl)-7-(trifluoromethyl)imidazo[1,2-a]quinoxalin-4-yl]amino}propan-1-ol). Isolated yield 61.0%. RXN SMILES: [OH:1][CH2:2][CH2:3][CH2:4][NH:5][C:6]1[C:7]2[N:8]([C:20]([CH:23]=[O:24])=[CH:21][N:22]=2)[C:9]2[C:14]([N:15]=1)=[CH:13][C:12]([C:16]([F:19])([F:18])[F:17])=[CH:11][CH:10]=2.[BH4-].[Na+]>CO.O>[OH:24][CH2:23][C:20]1[N:8]2[C:9]3[C:14]([N:15]=[C:6]([NH:5][CH2:4][CH2:3][CH2:2][OH:1])[C:7]2=[N:22][CH:21]=1)=[CH:13][C:12]([C:16]([F:17])([F:19])[F:18])=[CH:11][CH:10]=3 |f:1.2|. Procedure details: To a solution of the 4-[(3-hydroxypropyl)amino]-7-(trifluoromethyl)imidazo[1,2-a]quinoxaline-1-carbaldehyde prepared as in example 36 (8 mg, 0.024 mmol) in anhydrous methanol (300 μL), cooled at 0° C. was added sodium borohydride (2 mg, 0.047 mmol). The mixture was allowed to warm to room temperature over 1 h under argon and then diluted with water and extracted three times with ethyl acetate. The combined organic layers were dried over sodium sulfate, filtered and evaporated. The crude product ... The reactants are ClC1=NC=CC(=C1)C1=NC(=CC(=N1)C(F)F)C1=CC=C(C=C1)C(F)(F)F (2-(2-chloro-pyridin-4-yl)-4-difluoromethyl-6-(4-trifluoromethyl-phenyl)-pyrimidine), NC1=NC=C(C=C1)B1OC(C(O1)(C)C)(C)C (2-amino-5-(4,4,5,5-tetramethyl-1,3,2-dioxaborolan-2-yl)pyridine). Yields the product FC(C1=NC(=NC(=C1)C1=CC=C(C=C1)C(F)(F)F)C1=CC(=NC=C1)C=1C=NC(=CC1)N)F (4-[4-Difluoromethyl-6-(4-trifluoromethyl-phenyl)-pyrimidin-2-yl]-[2,3′]bipyridinyl-6′-ylamine), solid. Yield: 9.0%. Reaction SMILES: Cl[C:2]1[CH:7]=[C:6]([C:8]2[N:13]=[C:12]([CH:14]([F:16])[F:15])[CH:11]=[C:10]([C:17]3[CH:22]=[CH:21][C:20]([C:23]([F:26])([F:25])[F:24])=[CH:19][CH:18]=3)[N:9]=2)[CH:5]=[CH:4][N:3]=1.[NH2:27][C:28]1[CH:33]=[CH:32][C:31](B2OC(C)(C)C(C)(C)O2)=[CH:30][N:29]=1>>[F:15][CH:14]([F:16])[C:12]1[CH:11]=[C:10]([C:17]2[CH:22]=[CH:21][C:20]([C:23]([F:26])([F:25])[F:24])=[CH:19][CH:18]=2)[N:9]=[C:8]([C:6]2[CH:5]=[CH:4][N:3]=[C:2]([C:31]3[CH:30]=[N:29][C:28]([NH2:27])=[CH:33][CH:32]=3)[CH:7]=2)[N:13]=1. Reported procedure: The title compound was prepared from 2-(2-chloro-pyridin-4-yl)-4-difluoromethyl-6-(4-trifluoromethyl-phenyl)-pyrimidine (example E.10) (0.19 g, 0.5 mmol) and commercially available 2-amino-5-(4,4,5,5-tetramethyl-1,3,2-dioxaborolan-2-yl)pyridine (0.14 g, 0.65 mmol) according to the general procedure VI. Obtained as a light yellow solid (0.021 g, 9%). MS (ISP) 444.4 [(M+H)+]; mp 210° C.